This data is from the Open Reaction Database (ORD), a public repository of structured organic reaction records. The task is: describe an organic reaction: reactants, conditions, products, and yield Reactants: C(C1=CC=CC=C1)N1C2=CC=CC=C2C=2C(=CC=CC12)O (9-benzyl-9H-Carbazol-4-ol), C([O-])([O-])=O.[K+].[K+] (potassium carbonate), Cl.C(C)N(CC)CCCl (Diethylaminoethyl chloride hydrochloride), C([O-])([O-])=O.[K+].[K+] (potassium carbonate), Cl.C(C)N(CC)CCCl (diethylaminoethyl chloride hydrochloride). Run in CN(C)C=O (DMF). Reaction conditions: temperature 100 celsius, time 2.3 hour. Product: C(C1=CC=CC=C1)N1C2=CC=CC=C2C=2C(=CC=CC12)OCCN(CC)CC (N-{2-[(9-Benzyl-9H-carbazol-4-yl)oxy]ethyl}-N,N-diethylamine). Isolated yield 91.9%. Reaction SMILES: [CH2:1]([N:8]1[C:20]2[CH:19]=[CH:18][CH:17]=[C:16]([OH:21])[C:15]=2[C:14]2[C:9]1=[CH:10][CH:11]=[CH:12][CH:13]=2)[C:2]1[CH:7]=[CH:6][CH:5]=[CH:4][CH:3]=1.C(=O)([O-])[O-].[K+].[K+].Cl.[CH2:29]([N:31]([CH2:34][CH2:35]Cl)[CH2:32][CH3:33])[CH3:30]>CN(C=O)C>[CH2:1]([N:8]1[C:20]2[CH:19]=[CH:18][CH:17]=[C:16]([O:21][CH2:30][CH2:29][N:31]([CH2:34][CH3:35])[CH2:32][CH3:33])[C:15]=2[C:14]2[C:9]1=[CH:10][CH:11]=[CH:12][CH:13]=2)[C:2]1[CH:3]=[CH:4][CH:5]=[CH:6][CH:7]=1 |f:1.2.3,4.5|. Procedure: A mixture of 9-benzyl-9H-Carbazol-4-ol (0.0305 g, 0.1116 mmol), potassium carbonate (0.0308 g, 0.2232 mmol), and DMF (1.0 mL) is stirred at 100° C. Diethylaminoethyl chloride hydrochloride (0.0230 g, 0.1339 mmol) is added in aliquots over 40 min. After 2.3 h, an additional 0.032 g of potassium carbonate and 0.023 g of diethylaminoethyl chloride hydrochloride are added. The mixture is stirred overnight and then the solvent is removed and the residue partitioned between CH2Cl2 and aq. sodium bicar...